This data is from the Open Reaction Database (ORD), a public repository of structured organic reaction records. The task is: describe an organic reaction: reactants, conditions, products, and yield Reactants: C(C)OC(COC1=C(C=C(C=C1)SC1=CC(=CC(=C1)OCCCN1CCOCC1)Br)Cl)=O ({4-[3-Bromo-5-(3-morpholin-4-yl-propoxy)-phenylsulfanyl]-2-chloro-phenoxy}-acetic acid ethyl ester), C#CCCC (1-pentyne). The reagents and catalysts are C1=CC=C(C=C1)P(C2=CC=CC=C2)C3=CC=CC=C3.C1=CC=C(C=C1)P(C2=CC=CC=C2)C3=CC=CC=C3.Cl[Pd]Cl (bis(triphenylphosphine)palladium (II) chloride), [Cu](I)I (copper iodide). Solvent: C(C)N(CC)CC (triethylamine), CN(C)C=O (DMF). Product: C(C)OC(COC1=C(C=C(C=C1)SC1=CC(=CC(=C1)C#CCCC)OCCCN1CCOCC1)Cl)=O ({2-Chloro-4-[3-(3-morpholin-4-yl-propoxy)-5-pent-1-ynyl-phenylsulfanyl]-phenoxy}-acetic Acid Ethyl Ester). RXN SMILES: [CH2:1]([O:3][C:4](=[O:32])[CH2:5][O:6][C:7]1[CH:12]=[CH:11][C:10]([S:13][C:14]2[CH:19]=[C:18]([O:20][CH2:21][CH2:22][CH2:23][N:24]3[CH2:29][CH2:28][O:27][CH2:26][CH2:25]3)[CH:17]=[C:16](Br)[CH:15]=2)=[CH:9][C:8]=1[Cl:31])[CH3:2].[CH:33]#[C:34][CH2:35][CH2:36][CH3:37]>C(N(CC)CC)C.CN(C=O)C.C1C=CC(P(C2C=CC=CC=2)C2C=CC=CC=2)=CC=1.C1C=CC(P(C2C=CC=CC=2)C2C=CC=CC=2)=CC=1.Cl[Pd]Cl.[Cu](I)I>[CH2:1]([O:3][C:4](=[O:32])[CH2:5][O:6][C:7]1[CH:12]=[CH:11][C:10]([S:13][C:14]2[CH:15]=[C:16]([C:33]#[C:34][CH2:35][CH2:36][CH3:37])[CH:17]=[C:18]([O:20][CH2:21][CH2:22][CH2:23][N:24]3[CH2:29][CH2:28][O:27][CH2:26][CH2:25]3)[CH:19]=2)=[CH:9][C:8]=1[Cl:31])[CH3:2] |f:4.5.6|. Procedure details: {4-[3-Bromo-5-(3-morpholin-4-yl-propoxy)-phenylsulfanyl]-2-chloro-phenoxy}-acetic acid ethyl ester (0.2 g; 0.37 mmol), 1-pentyne (0.10 g; 1.47 mmol), bis(triphenylphosphine)palladium (II) chloride (21 mg; 0.029 mmol) and copper iodide (4.2 mg; 0.022 mmol) were dissolved in a mixture of triethylamine (2 mL) and DMF (2 mL) under an atmosphere of nitrogen. The reaction mixture was reacted in a microwave oven at 150° C. for 1 h. The reaction mixture was evaporated to dryness and extracted with ethyl... The reactants are O=C(Nc1ccc(Br)cc1)c1ccc(Oc2ccc(O)cc2)c([N+](=O)[O-])c1, CC(=O)O, CCO, [Fe], [Na+], [Na+], O=C([O-])[O-], O. The product is Nc1cc(C(=O)Nc2ccc(Br)cc2)ccc1Oc1ccc(O)cc1. RXN SMILES: [Br:1][c:2]1[cH:3][cH:4][c:5]([NH:8][C:9]([c:10]2[cH:11][c:12]([N+:24]([O-:25])=[O:26])[c:13]([O:16][c:17]3[cH:18][cH:19][c:20]([OH:23])[cH:21][cH:22]3)[cH:14][cH:15]2)=[O:27])[cH:6][cH:7]1.[CH3:34][C:35](=[O:36])[OH:37].[CH3:38][CH2:39][OH:40].[Fe:42].[Na+:28].[Na+:29].[O-:30][C:31](=[O:32])[O-:33].[OH2:41]>>[Br:1][c:2]1[cH:3][cH:4][c:5]([NH:8][C:9]([c:10]2[cH:11][c:12]([NH2:24])[c:13]([O:16][c:17]3[cH:18][cH:19][c:20]([OH:23])[cH:21][cH:22]3)[cH:14][cH:15]2)=[O:27])[cH:6][cH:7]1. Starting materials: BrCCCCCCc1cccc(OCc2ccccc2)c1OCc1ccccc1, O=C([O-])[O-], CCCCCCCCCCOc1cc(O)cc(C(=O)OC)c1, CC(C)=O, [I-], [K+], [K+], [Na+], CN(C)C=O. Product: CCCCCCCCCCOc1cc(OCCCCCCc2cccc(OCc3ccccc3)c2OCc2ccccc2)cc(C(=O)OC)c1. RXN SMILES: [Br:23][CH2:24][CH2:25][CH2:26][CH2:27][CH2:28][CH2:29][c:30]1[c:31]([O:44][CH2:45][c:46]2[cH:47][cH:48][cH:49][cH:50][cH:51]2)[c:32]([O:36][CH2:37][c:38]2[cH:39][cH:40][cH:41][cH:42][cH:43]2)[cH:33][cH:34][cH:35]1.[C:52](=[O:53])([O-:54])[O-:55].[CH3:1][O:2][C:3]([c:4]1[cH:5][c:6]([O:11][CH2:12][CH2:13][CH2:14][CH2:15][CH2:16][CH2:17][CH2:18][CH2:19][CH2:20][CH3:21])[cH:7][c:8]([OH:10])[cH:9]1)=[O:22].[CH3:60][C:61](=[O:62])[CH3:63].[I-:59].[K+:56].[K+:57].[Na+:58].[O:64]=[CH:65][N:66]([CH3:67])[CH3:68]>>[CH3:1][O:2][C:3]([c:4]1[cH:5][c:6]([O:11][CH2:12][CH2:13][CH2:14][CH2:15][CH2:16][CH2:17][CH2:18][CH2:19][CH2:20][CH3:21])[cH:7][c:8]([O:10][CH2:24][CH2:25][CH2:26][CH2:27][CH2:28][CH2:29][c:30]2[c:31]([O:44][CH2:45][c:46]3[cH:47][cH:48][cH:49][cH:50][cH:51]3)[c:32]([O:36][CH2:37][c:38]3[cH:39][cH:40][cH:41][cH:42][cH:43]3)[cH:33][cH:34][cH:35]2)[cH:9]1)=[O:22]. The reactants are C(C)(=O)N1CCC(CC1)N(C(=O)NC=1SC(=CN1)SCC(N1CCCCC1)=O)[C@@H]1CC[C@H](CC1)C (1-(1-acetyl-piperidin-4-yl)-1-(trans-4-methyl-cyclohexyl)-3-[5-(2-oxo-2-piperidin-1-yl-ethylsulfanyl)-thiazol-2-yl]-urea), C(C)(=O)N1CCC(CC1)N(C(NC=1SC(=CN1)SCC(=O)O)=O)[C@@H]1CC[C@H](CC1)C ({2-[3-(1-acetyl-piperidin-4-yl)-3-(trans-4-methyl-cyclohexyl)-ureido]-thiazol-5-ylsulfanyl}-acetic acid), N1(CCNCC1)C1=NC=CC=N1 (2-(piperazinyl)pyrimidine). Product: C(C)(=O)N1CCC(CC1)N(C(=O)NC=1SC(=CN1)SCC(N1CCN(CC1)C1=NC=CC=N1)=O)[C@@H]1CC[C@H](CC1)C (1-(1-Acetyl-piperidin-4-yl)-1-(trans-4-methyl-cyclohexyl)-3-{5-[2-oxo-2-(4-pyrimidin-2-yl-piperazin-1-yl)-ethylsulfanyl]-thiazol-2-yl}-urea). Reaction SMILES: [C:1]([N:4]1[CH2:9][CH2:8][CH:7]([N:10]([C@H:29]2[CH2:34][CH2:33][C@H:32]([CH3:35])[CH2:31][CH2:30]2)[C:11]([NH:13][C:14]2[S:15][C:16]([S:19][CH2:20][C:21](=[O:28])[N:22]3[CH2:27]CC[CH2:24][CH2:23]3)=[CH:17][N:18]=2)=[O:12])[CH2:6][CH2:5]1)(=[O:3])[CH3:2].C([N:39]1[CH2:44][CH2:43][CH:42]([N:45]([C@H]2CC[C@H](C)CC2)[C:46](=O)[NH:47][C:48]2SC(SCC(O)=O)=CN=2)CC1)(=O)C.N1(C2N=CC=CN=2)CCNCC1>>[C:1]([N:4]1[CH2:9][CH2:8][CH:7]([N:10]([C@H:29]2[CH2:34][CH2:33][C@H:32]([CH3:35])[CH2:31][CH2:30]2)[C:11]([NH:13][C:14]2[S:15][C:16]([S:19][CH2:20][C:21](=[O:28])[N:22]3[CH2:27][CH2:48][N:47]([C:46]4[N:45]=[CH:42][CH:43]=[CH:44][N:39]=4)[CH2:24][CH2:23]3)=[CH:17][N:18]=2)=[O:12])[CH2:6][CH2:5]1)(=[O:3])[CH3:2]. Reported procedure: Prepared in a similar manner to 1-(1-acetyl-piperidin-4-yl)-1-(trans-4-methyl-cyclohexyl)-3-[5-(2-oxo-2-piperidin-1-yl-ethylsulfanyl)-thiazol-2-yl]-urea using {2-[3-(1-acetyl-piperidin-4-yl)-3-(trans-4-methyl-cyclohexyl)-ureido]-thiazol-5-ylsulfanyl}-acetic acid and 2-(piperazinyl)pyrimidine. Reactants: NC1=NC(=NC=C1C(=O)C1=CC=C(C=C1)OC)S(=O)CC ((4-amino-2-ethanesulfinyl-pyrimidin-5-yl)-(4-methoxy-phenyl)-methanone), NC1CCN(CC1)C(C)=O (1-(4-amino-piperidin-1-yl)-ethanone). Product: NC1=NC(=NC=C1C(C1=CC=C(C=C1)OC)=O)NC1CCN(CC1)C(C)=O (1-[4-[4-amino-5-(4-methoxyl-benzoyl)-pyrimidin-2-ylamino]-piperidin-1-yl]-ethanone). Reaction SMILES: [NH2:1][C:2]1[C:7]([C:8]([C:10]2[CH:15]=[CH:14][C:13]([O:16][CH3:17])=[CH:12][CH:11]=2)=[O:9])=[CH:6][N:5]=[C:4](S(CC)=O)[N:3]=1.[NH2:22][CH:23]1[CH2:28][CH2:27][N:26]([C:29](=[O:31])[CH3:30])[CH2:25][CH2:24]1>>[NH2:1][C:2]1[C:7]([C:8](=[O:9])[C:10]2[CH:11]=[CH:12][C:13]([O:16][CH3:17])=[CH:14][CH:15]=2)=[CH:6][N:5]=[C:4]([NH:22][CH:23]2[CH2:28][CH2:27][N:26]([C:29](=[O:31])[CH3:30])[CH2:25][CH2:24]2)[N:3]=1. Procedure details: The same procedure as described in Example 326 was used, starting with (4-amino-2-ethanesulfinyl-pyrimidin-5-yl)-(4-methoxy-phenyl)-methanone (Example 358) and 1-(4-amino-piperidin-1-yl)-ethanone to give 1-[4-[4-amino-5-(4-methoxyl-benzoyl)-pyrimidin-2-ylamino]-piperidin-1-yl]-ethanone as a white solid. MS (M+H)+, 370. Run at temperature 0 celsius. Solvent: CCOCC (Et2O), O (H2O), C1(=CC=CC=C1)C (toluene). Reactants: ClC1=CC=C2C(=CC=NC2=C1)C1=COC=C1 (7-chloro-4-(3-furyl)quinoline), C[Mg+].[Br-] (MeMgBr), solution, C1CCOC1 (THF), [NH4+].[Cl-] (NH4Cl). Reported procedure: To a mixture of 7-chloro-4-(3-furyl)quinoline (30.2 g) and NiCl2 (dppp) (7.1 g) in Et2O (950 mL) was added MeMgBr (141 mL of a 1.4M solution in 3:1 THF:toluene) at such a rate to maintain a temperature of 30° C. The mixture was refluxed for 30 min., cooled to 0° C. and saturated NH4Cl (200 mL) was added followed by H2O (100 mL). The layers were separated and the aqueous phase was extracted with EtOAc. The combined organics were washed with NH4OAc buffer, brine, dried (MgSO4) and concentrated. Ch... The reagents and catalysts are Cl[Ni]Cl (NiCl2). Yields the product O1C=C(C=C1)C1=CC=NC2=CC(=CC=C12)C (4-(3-Furyl)-7-methylquinoline). Reaction SMILES: Cl[C:2]1[CH:11]=[C:10]2[C:5]([C:6]([C:12]3[CH:16]=[CH:15][O:14][CH:13]=3)=[CH:7][CH:8]=[N:9]2)=[CH:4][CH:3]=1.C[Mg+].[Br-].[CH2:20]1COCC1.[NH4+].[Cl-]>CCOCC.Cl[Ni]Cl.O.C1(C)C=CC=CC=1>[O:14]1[CH:15]=[CH:16][C:12]([C:6]2[C:5]3[C:10](=[CH:11][C:2]([CH3:20])=[CH:3][CH:4]=3)[N:9]=[CH:8][CH:7]=2)=[CH:13]1 |f:1.2,4.5|.